This data is from the Open Reaction Database (ORD), a public repository of structured organic reaction records. The task is: describe an organic reaction: reactants, conditions, products, and yield Starting materials: [Al+3], O=C([O-])O, C1CCOC1, CS(=O)(=O)Cl, CCN(C(C)C)C(C)C, [Cl-], COc1ccc2c(C(=O)c3ccc(OCCN4CCCCC4)cc3)c(-c3ccc(F)cc3SC)ccc2c1, [H-], [H-], [H-], [H-], [Li+], [NH4+], [Na+]. Product: COc1ccc2c3c(ccc2c1)-c1ccc(F)cc1SC3c1ccc(OCCN2CCCCC2)cc1. As a reaction SMILES: [Al+3:40].[C:61](=[O:62])([OH:63])[O-:64].[CH2:66]1[O:67][CH2:68][CH2:69][CH2:70]1.[CH3:56][S:57](=[O:58])(=[O:59])[Cl:60].[CH:47]([N:48]([CH:49]([CH3:50])[CH3:51])[CH2:52][CH3:53])([CH3:54])[CH3:55].[Cl-:45].[F:1][c:2]1[cH:3][c:4]([S:37][CH3:38])[c:5](-[c:8]2[c:9]([C:20](=[O:21])[c:22]3[cH:23][cH:24][c:25]([O:28][CH2:29][CH2:30][N:31]4[CH2:32][CH2:33][CH2:34][CH2:35][CH2:36]4)[cH:26][cH:27]3)[c:10]3[cH:11][cH:12][c:13]([O:18][CH3:19])[cH:14][c:15]3[cH:16][cH:17]2)[cH:6][cH:7]1.[H-:39].[H-:42].[H-:43].[H-:44].[Li+:41].[NH4+:46].[Na+:65]>>[F:1][c:2]1[cH:3][c:4]2[c:5]([cH:6][cH:7]1)-[c:8]1[c:9]([c:10]3[cH:11][cH:12][c:13]([O:18][CH3:19])[cH:14][c:15]3[cH:16][cH:17]1)[CH:20]([c:22]1[cH:23][cH:24][c:25]([O:28][CH2:29][CH2:30][N:31]3[CH2:32][CH2:33][CH2:34][CH2:35][CH2:36]3)[cH:26][cH:27]1)[S:37]2. Starting materials: [H-].[Na+] (sodium hydride), ClC1=C2C(=NC=C1Cl)NC(=C2)C=2C=NN(C2)C (4,5-dichloro-2-(1-methyl-1H-pyrazol-4-yl)-1H-pyrrolo[2,3-b]pyridine), ClCOCC[Si](C)(C)C ((2-(chloromethoxy)ethyl)trimethylsilane). The solvent is CN(C=O)C (N,N-dimethylformamide). Conditions: temperature -42 celsius, time 30 minute. Yields the product ClC1=C2C(=NC=C1Cl)N(C(=C2)C=2C=NN(C2)C)COCC[Si](C)(C)C (4,5-dichloro-2-(1-methyl-1H-pyrazol-4-yl)-1-((2-(trimethylsilyl)ethoxy)methyl)-1H-pyrrolo[2,3-b]pyridine). Reaction SMILES: [Cl:1][C:2]1[C:7]([Cl:8])=[CH:6][N:5]=[C:4]2[NH:9][C:10]([C:12]3[CH:13]=[N:14][N:15]([CH3:17])[CH:16]=3)=[CH:11][C:3]=12.[H-].[Na+].Cl[CH2:21][O:22][CH2:23][CH2:24][Si:25]([CH3:28])([CH3:27])[CH3:26]>CN(C)C=O>[Cl:1][C:2]1[C:7]([Cl:8])=[CH:6][N:5]=[C:4]2[N:9]([CH2:21][O:22][CH2:23][CH2:24][Si:25]([CH3:28])([CH3:27])[CH3:26])[C:10]([C:12]3[CH:13]=[N:14][N:15]([CH3:17])[CH:16]=3)=[CH:11][C:3]=12 |f:1.2|. Procedure: A solution of Example 113D (0.17 g, 0.636 mmol) in N,N-dimethylformamide (3.5 mL) was cooled to 0° C. in an ice bath, and sodium hydride (60% dispersion in mineral oil, 0.031 g, 0.776 mmol) was added. The reaction mixture was stirred 30 minutes, cooled to −42° C., and (2-(chloromethoxy)ethyl)trimethylsilane (0.146 mL, 0.827 mol) was added dropwise over 3 minutes. The reaction was stirred at −42° C. for 1 hour and was quenched with saturated aqueous ammonium chloride (3 mL). The mixture was parti... Starting materials: ClC1=CC2=C(S1)C1(CCN(CC1)CC=1C(=NNC1)C)OCC2(F)F (2-chloro-4,4-difluoro-1′-[(3-methyl-1H-pyrazol-4-yl)methyl]spiro[5H-thieno[2,3-c]pyran-7,4′-piperidine]), C([O-])([O-])=O.[K+].[K+] (potassium carbonate), BrC1=NC=CC=C1C=O (2-bromo-3-formyl pyridine), CN[C@H]1[C@@H](CCCC1)NC (trans-N,N′-dimethylcyclohexane-1,2-diamine). The reagents and catalysts are [Cu]I (copper(I) iodide). Run in C1(=CC=CC=C1)C (toluene), C(C)(=O)OCC (ethyl acetate). Run at time 5 minute. Product: ClC1=CC2=C(S1)C1(CCN(CC1)CC=1C(=NN(C1)C1=NC=CC=C1C=O)C)OCC2(F)F (2-[4-[(2-Chloro-4,4-difluoro-spiro[5H-thieno[2,3-c]pyran-7,4′-piperidine]-1′-yl)methyl]-3-methyl-pyrazol-1-yl]pyridine-3-carbaldehyde). Isolated yield 69.0%. RXN SMILES: [Cl:1][C:2]1[S:6][C:5]2[C:7]3([O:20][CH2:21][C:22]([F:24])([F:23])[C:4]=2[CH:3]=1)[CH2:12][CH2:11][N:10]([CH2:13][C:14]1[C:15]([CH3:19])=[N:16][NH:17][CH:18]=1)[CH2:9][CH2:8]3.C(=O)([O-])[O-].[K+].[K+].Br[C:32]1[C:37]([CH:38]=[O:39])=[CH:36][CH:35]=[CH:34][N:33]=1.CN[C@@H]1CCCC[C@H]1NC>C(OCC)(=O)C.[Cu]I.C1(C)C=CC=CC=1>[Cl:1][C:2]1[S:6][C:5]2[C:7]3([O:20][CH2:21][C:22]([F:23])([F:24])[C:4]=2[CH:3]=1)[CH2:12][CH2:11][N:10]([CH2:13][C:14]1[C:15]([CH3:19])=[N:16][N:17]([C:32]2[C:37]([CH:38]=[O:39])=[CH:36][CH:35]=[CH:34][N:33]=2)[CH:18]=1)[CH2:9][CH2:8]3 |f:1.2.3|. Procedure: To a 250 mL flask are added copper(I) iodide (1.91 g, 10.03 mmol), 2-chloro-4,4-difluoro-1′-[(3-methyl-1H-pyrazol-4-yl)methyl]spiro[5H-thieno[2,3-c]pyran-7,4′-piperidine] (25 g, 66.87 mmol), potassium carbonate (19.60 g, 140.43 mmol), toluene (50 mL) and a stirring bar. The reaction mixture is degassed by 5 vacuum/refill cycles. Then, 2-bromo-3-formyl pyridine (18.66 g, 100.31 mmol) and trans-N,N′-dimethylcyclohexane-1,2-diamine (3.16 mL, 20.06 mmol) are added. The reaction is stirred at room te... The reactants are O (water), [NH2-].[Na+] (Sodium amide), C1(CCCCC1)=O (cyclohexanone), C(C1=CC=CC=C1)Cl (benzyl chloride). Solvent: C(C)OCC (diethyl ether). Product: C(C1=CC=CC=C1)C1C(CCCC1)=O (2-benzylcyclohexanone). Isolated yield 40.2%. Reaction SMILES: [NH2-].[Na+].[C:3]1(=[O:9])[CH2:8][CH2:7][CH2:6][CH2:5][CH2:4]1.[CH2:10](Cl)[C:11]1[CH:16]=[CH:15][CH:14]=[CH:13][CH:12]=1.O>C(OCC)C>[CH2:10]([CH:4]1[CH2:5][CH2:6][CH2:7][CH2:8][C:3]1=[O:9])[C:11]1[CH:16]=[CH:15][CH:14]=[CH:13][CH:12]=1 |f:0.1|. Procedure: Sodium amide (15.6 g, 0.4 mol) was added portionwise to a solution of cyclohexanone (39.26 g, 1.46 mL, 0.4 mol) in 350 mL of anhydrous diethyl ether. The resulting suspension was heated under reflux for 3 h after which time benzyl chloride (46.8 g, 42.6 mL, 0.37 mol) was rapidly added. The mixture was heated under reflux for a further 5 h, then cooled and poured into cold water. The organics were washed once with a dilute HCI solution, a dilute sodium bicarbonate solution and finally with water....